This data is from the Open Reaction Database (ORD), a public repository of structured organic reaction records. The task is: describe an organic reaction: reactants, conditions, products, and yield Reactants: C(C)(=O)C1=CC(=C(OCC(=O)OC)C=C1)Br (methyl 2-(4-acetyl-2-bromophenoxy)acetate), FC(C=1C=C(C=CC1)B(O)O)(F)F (3-(trifluoromethyl)phenylboronic acid), C(=O)([O-])[O-].[K+].[K+] (K2CO3), solution. Reagents/catalysts: [Pd].C1(=CC=CC=C1)P(C1=CC=CC=C1)C1=CC=CC=C1.C1(=CC=CC=C1)P(C1=CC=CC=C1)C1=CC=CC=C1.C1(=CC=CC=C1)P(C1=CC=CC=C1)C1=CC=CC=C1.C1(=CC=CC=C1)P(C1=CC=CC=C1)C1=CC=CC=C1 (tetrakis(triphenylphosphine) palladium). Run in CC(C)(C)O (t-BuOH), CCOC(=O)C (EtOAc), O (H2O). Product: C(C)(=O)C1=CC(=C(OCC(=O)OC)C=C1)C1=CC(=CC=C1)C(F)(F)F (methyl 2-(4-acetyl-2-(3-trifluoromethylphenyl)phenoxy)acetate). Yield: 73.8%. As a reaction SMILES: [C:1]([C:4]1[CH:15]=[CH:14][C:7]([O:8][CH2:9][C:10]([O:12][CH3:13])=[O:11])=[C:6](Br)[CH:5]=1)(=[O:3])[CH3:2].[F:17][C:18]([F:29])([F:28])[C:19]1[CH:20]=[C:21](B(O)O)[CH:22]=[CH:23][CH:24]=1.C([O-])([O-])=O.[K+].[K+]>CC(O)(C)C.O.CCOC(C)=O.[Pd].C1(P(C2C=CC=CC=2)C2C=CC=CC=2)C=CC=CC=1.C1(P(C2C=CC=CC=2)C2C=CC=CC=2)C=CC=CC=1.C1(P(C2C=CC=CC=2)C2C=CC=CC=2)C=CC=CC=1.C1(P(C2C=CC=CC=2)C2C=CC=CC=2)C=CC=CC=1>[C:1]([C:4]1[CH:15]=[CH:14][C:7]([O:8][CH2:9][C:10]([O:12][CH3:13])=[O:11])=[C:6]([C:23]2[CH:22]=[CH:21][CH:20]=[C:19]([C:18]([F:29])([F:28])[F:17])[CH:24]=2)[CH:5]=1)(=[O:3])[CH3:2] |f:2.3.4,8.9.10.11.12|. Procedure: Methyl 2-(4-acetyl-2-bromophenoxy)acetate (16) (710 mg, 2.5 mmol, 1 eq), 3-(trifluoromethyl)phenylboronic acid (709 mg, 3.75 mmol, 1.5 eq, Aldrich, Milwaukee, Wis., USA) and tetrakis(triphenylphosphine) palladium (100 mg, 0.086 mmol, 0.03 eq) were dissolved in t-BuOH (1 mL) and K2CO3 (1 mL of a 4 M solution in H2O) and heated in a microwave at 120° C. for 20 min. The resultant reaction mixture was diluted with EtOAc, washed with water and brine, dried (Na2SO4), filtered, and concentrated in vacu...